This data is from the Open Reaction Database (ORD), a public repository of structured organic reaction records. The task is: describe an organic reaction: reactants, conditions, products, and yield The reactants are C(C)(C)OC=1C(=CC(=C(C1)C1=CCC2(OCCO2)CC1)C)[N+](=O)[O-] (8-(5-isopropoxy-2-methyl-4-nitrophenyl)-1,4-dioxaspiro[4.5]dec-7-ene), CCCCCC.CCOC(=O)C (hexane EtOAc). The solvent is C(=O)(C(F)(F)F)O (TFA), C(Cl)Cl (CH2Cl2). The product is C(C)(C)OC=1C(=CC(=C(C1)C1=CCC(CC1)=O)C)[N+](=O)[O-] (4-(5-isopropoxy-2-methyl-4-nitrophenyl)cyclohex-3-enone). As a reaction SMILES: [CH:1]([O:4][C:5]1[C:6]([N+:22]([O-:24])=[O:23])=[CH:7][C:8]([CH3:21])=[C:9]([C:11]2[CH2:20][CH2:19][C:14]3(OCC[O:15]3)[CH2:13][CH:12]=2)[CH:10]=1)([CH3:3])[CH3:2].CCCCCC.CCOC(C)=O>C(O)(C(F)(F)F)=O.C(Cl)Cl>[CH:1]([O:4][C:5]1[C:6]([N+:22]([O-:24])=[O:23])=[CH:7][C:8]([CH3:21])=[C:9]([C:11]2[CH2:20][CH2:19][C:14](=[O:15])[CH2:13][CH:12]=2)[CH:10]=1)([CH3:3])[CH3:2] |f:1.2|. Procedure: A solution of 8-(5-isopropoxy-2-methyl-4-nitrophenyl)-1,4-dioxaspiro[4.5]dec-7-ene (0.1 mmol) in 2.5 mL of TFA and CH2Cl2 (1:4 v/v), is stirred at room temperature for 6 hours. After workup and silica flash chromatography (hexane/EtOAc 4:1), 4-(5-isopropoxy-2-methyl-4-nitrophenyl)cyclohex-3-enone is obtained. 1H NMR (CDCl3, 400 MHz) δ 7.63 (s, 1H), 6.81 (s, 1H), 5.73 (m, 1H), 4.62 (m, 1H), 3.07 (m, 2H), 2.68 (m, 4H), 2.27 (s, 3H), 1.37 (d. 6H). MS (ES+): 290.13 (M+1)+.